Dataset: the Open Reaction Database (ORD), a public repository of structured organic reaction records. Task: describe an organic reaction: reactants, conditions, products, and yield The product is COC(=O)c1cc(-c2cnn(C)c2)c(C(F)(F)F)cc1N. Reaction SMILES: [CH3:17][n:18]1[n:19][cH:20][c:21]([B:23]2[O:24][C:25]([CH3:26])([CH3:27])[C:28]([CH3:29])([CH3:30])[O:31]2)[cH:22]1.[CH3:1][O:2][C:3]([c:4]1[c:5]([NH2:15])[cH:6][c:7]([C:11]([F:12])([F:13])[F:14])[c:8]([I:10])[cH:9]1)=[O:16].[K+:32].[K+:33].[O-:34][C:35]([O-:36])=[O:37].[O:57]1[CH2:58][CH2:59][O:60][CH2:61][CH2:62]1.[c:38]1([P:39]([c:40]2[cH:41][cH:42][cH:43][cH:44][cH:45]2)[c:46]2[cH:47][cH:48][cH:49][cH:50][cH:51]2)[cH:52][cH:53][cH:54][cH:55][cH:56]1>>[CH3:1][O:2][C:3]([c:4]1[c:5]([NH2:15])[cH:6][c:7]([C:11]([F:12])([F:13])[F:14])[c:8](-[c:21]2[cH:20][n:19][n:18]([CH3:17])[cH:22]2)[cH:9]1)=[O:16]. The reactants are Cn1cc(B2OC(C)(C)C(C)(C)O2)cn1, COC(=O)c1cc(I)c(C(F)(F)F)cc1N, [K+], [K+], O=C([O-])[O-], C1COCCO1, c1ccc(P(c2ccccc2)c2ccccc2)cc1. The reactants are COC(=O)c1ccc2c(C3CCCCC3)c(Br)[nH]c2c1, O=C([O-])[O-], CCOC(C)=O, C=Cc1ccccc1B(O)O, [Na+], [Na+], C1COCCO1, Cl[Pd]Cl, c1ccc(P(c2ccccc2)c2ccccc2)cc1, c1ccc(P(c2ccccc2)c2ccccc2)cc1. The product is C=Cc1ccccc1-c1[nH]c2cc(C(=O)OC)ccc2c1C1CCCCC1. As a reaction SMILES: [Br:1][c:2]1[nH:3][c:4]2[cH:5][c:6]([C:17](=[O:18])[O:19][CH3:20])[cH:7][cH:8][c:9]2[c:10]1[CH:11]1[CH2:12][CH2:13][CH2:14][CH2:15][CH2:16]1.[C:32](=[O:33])([O-:34])[O-:35].[CH3:38][CH2:39][O:40][C:41]([CH3:42])=[O:43].[CH:21](=[CH2:22])[c:23]1[c:24]([B:29]([OH:30])[OH:31])[cH:25][cH:26][cH:27][cH:28]1.[Na+:36].[Na+:37].[O:44]1[CH2:45][CH2:46][O:47][CH2:48][CH2:49]1.[Pd:50]([Cl:51])[Cl:52].[c:53]1([P:54]([c:55]2[cH:56][cH:57][cH:58][cH:59][cH:60]2)[c:61]2[cH:62][cH:63][cH:64][cH:65][cH:66]2)[cH:67][cH:68][cH:69][cH:70][cH:71]1.[c:72]1([P:73]([c:74]2[cH:75][cH:76][cH:77][cH:78][cH:79]2)[c:80]2[cH:81][cH:82][cH:83][cH:84][cH:85]2)[cH:86][cH:87][cH:88][cH:89][cH:90]1>>[c:2]1(-[c:24]2[c:23]([CH:21]=[CH2:22])[cH:28][cH:27][cH:26][cH:25]2)[nH:3][c:4]2[cH:5][c:6]([C:17](=[O:18])[O:19][CH3:20])[cH:7][cH:8][c:9]2[c:10]1[CH:11]1[CH2:12][CH2:13][CH2:14][CH2:15][CH2:16]1. Starting materials: Cl (HCl), ClC=1C=C2C(=CNC2=CC1)C=1CCN(CC1)C (5-chloro-3-(1-methyl-1,2,3,6-tetrahydro-4-pyridinyl)-1H-indole), C(C1=CC=CC=C1)(=O)Cl (benzoyl chloride), Cl (HCl). The product is Cl.C(C1=CC=CC=C1)(=O)N1C=C(C2=CC(=CC=C12)Cl)C=1CCN(CC1)C (1-Benzoyl-5-chloro-3-(1-methyl-1,2,3,6-tetrahydro-4-pyridinyl)indole hydrochloride). RXN SMILES: [Cl:1][C:2]1[CH:3]=[C:4]2[C:8](=[CH:9][CH:10]=1)[NH:7][CH:6]=[C:5]2[C:11]1[CH2:12][CH2:13][N:14]([CH3:17])[CH2:15][CH:16]=1.[C:18](Cl)(=[O:25])[C:19]1[CH:24]=[CH:23][CH:22]=[CH:21][CH:20]=1.Cl>>[ClH:1].[C:18]([N:7]1[C:8]2[C:4](=[CH:3][C:2]([Cl:1])=[CH:10][CH:9]=2)[C:5]([C:11]2[CH2:12][CH2:13][N:14]([CH3:17])[CH2:15][CH:16]=2)=[CH:6]1)(=[O:25])[C:19]1[CH:24]=[CH:23][CH:22]=[CH:21][CH:20]=1 |f:3.4|. Procedure: (20 mg, 59%) from 5-chloro-3-(1-methyl-1,2,3,6-tetrahydro-4-pyridinyl)-1H-indole (Example 4d, 25 mg, 0.1 mmol) and benzoyl chloride (21.1 mg, 0.15 mmol), m.p 256-7° C., HRMS-FAB+ for C21H19N2OCl.HCl, calculated MH+ (--HCl): 351.1264; found: 351.12595. Starting materials: solution, C[Si](C)(C)[N-][Si](C)(C)C.[Li+] (lithium bis(trimethylsilyl)amide), Cl (hydrochloric acid), CC(=O)C1=CC2=C(N(C(=N2)C)CC)C=C1 (1-ethyl-2-methylbenzimidazole-5-yl methyl ketone), C(=O)C1CCN(CC1)CC1=CC=CC=C1 (4-formyl-N-benzylpiperidine). Run in O1CCCC1 (THF), O (water), O1CCCC1 (tetrahydrofuran). Conditions: temperature -78 celsius, time 1 hour. The product is C(C)N1C(=NC2=C1C=CC(=C2)C(C=CC2CCN(CC2)CC2=CC=CC=C2)=O)C (1-(1-Ethyl-2-methyl-1H-benzimidazol-5-yl)-3-[(1-phenylmethyl)-4-piperidinyl]-2-propen-1-one). The yield is 26.2%. As a reaction SMILES: [CH3:1][C:2]([C:4]1[CH:15]=[CH:14][C:7]2[N:8]([CH2:12][CH3:13])[C:9]([CH3:11])=[N:10][C:6]=2[CH:5]=1)=[O:3].[CH:16]([CH:18]1[CH2:23][CH2:22][N:21]([CH2:24][C:25]2[CH:30]=[CH:29][CH:28]=[CH:27][CH:26]=2)[CH2:20][CH2:19]1)=O.C[Si]([N-][Si](C)(C)C)(C)C.[Li+].Cl>O1CCCC1.O>[CH2:12]([N:8]1[C:7]2[CH:14]=[CH:15][C:4]([C:2](=[O:3])[CH:1]=[CH:16][CH:18]3[CH2:19][CH2:20][N:21]([CH2:24][C:25]4[CH:30]=[CH:29][CH:28]=[CH:27][CH:26]=4)[CH2:22][CH2:23]3)=[CH:5][C:6]=2[N:10]=[C:9]1[CH3:11])[CH3:13] |f:2.3|. Reported procedure: A mixture of 0.1 g (0.5 mM) of 1-ethyl-2-methylbenzimidazole-5-yl methyl ketone and 0.1 g (0.5 mM) 4-formyl-N-benzylpiperidine in 10 mL of tetrahydrofuran (THF) was cooled to −78° C. under a nitrogen atmosphere. To this mixture were added dropwise 0.5 mL (0.5 mM) of a 1M solution of lithium bis(trimethylsilyl)amide in THF. The reaction was stirred at −78° C. for 1 hour, then warmed to room temperature. To the reaction was added 10 mL of water and the pH was adjusted to 2.0 with 1N hydrochloric a... Starting materials: CNC (dimethylamine), dimethylamine-in-ether, ClC=1SC(=C(N1)C(F)(F)F)C(=O)OCC (ethyl 2-chloro-4-trifluoromethyl-5-thiazolecarboxylate). Solvent: C(C)OCC (ethyl ether), C(C)OCC (ethyl ether). Yields the product CN(C=1SC(=C(N1)C(F)(F)F)C(=O)OCC)C (Ethyl 2-dimethylamino-4-trifluoromethyl-5-thiazolecarboxylate). The yield is 64.8%. As a reaction SMILES: [CH3:1][NH:2][CH3:3].Cl[C:5]1[S:6][C:7]([C:14]([O:16][CH2:17][CH3:18])=[O:15])=[C:8]([C:10]([F:13])([F:12])[F:11])[N:9]=1>C(OCC)C>[CH3:1][N:2]([CH3:3])[C:5]1[S:6][C:7]([C:14]([O:16][CH2:17][CH3:18])=[O:15])=[C:8]([C:10]([F:13])([F:12])[F:11])[N:9]=1. Reported procedure: To a vessel containing 591 g of ethyl ether cooled in a dry ice-acetone bath was added 12.5 g of dimethylamine with stirring. Then, to a reaction vessel cooled in a dry-ice acetone bath there was placed 11.5 g of the previously-prepared dimethylamine-in-ether solution followed by addition of 5.79 g (23 mmol) of ethyl 2-chloro-4-trifluoromethyl-5-thiazolecarboxylate in 20 ml of ethyl ether. A white precipitate formed immediately. The reaction mixture was stirred for 10 minutes and filtered. The e... Starting materials: BrCCCSC1=CC=CC=C1 (3-Bromopropylphenylsulfide), C(CC)(=O)Cl (propionyl chloride), [Cl-].[Al+3].[Cl-].[Cl-] (aluminum chloride). The solvent is ClCCl (dichloromethane). Yields the product BrCCCSC1=CC=C(C=C1)C(CC)=O (4-(3-Bromopropylthio)phenylpropan-1-one). RXN SMILES: [Br:1][CH2:2][CH2:3][CH2:4][S:5][C:6]1[CH:11]=[CH:10][CH:9]=[CH:8][CH:7]=1.[C:12](Cl)(=[O:15])[CH2:13][CH3:14].[Cl-].[Al+3].[Cl-].[Cl-]>ClCCl>[Br:1][CH2:2][CH2:3][CH2:4][S:5][C:6]1[CH:11]=[CH:10][C:9]([C:12](=[O:15])[CH2:13][CH3:14])=[CH:8][CH:7]=1 |f:2.3.4.5|. Procedure: To a solution of thioether from Example 1, (460 g, 2 moles) and propionyl chloride (202 g, 2.2 moles) in dichloromethane (8 L) at -15° C. was added in portions of approximately 30 g over 1 hour, aluminum chloride (320 g, 2.4 moles). After two hours at -15° C. the reaction mixture was quenched with ice until it became colorless. 1N HCl (2 L) was added and the reaction mixture was stirred until two clear phases were obtained (approximately 30 minutes). The organic layer was siphoned off and dried ... Starting materials: CC(C)(C)OC(=O)N1CCCCC1C(=O)O, C1CCOC1. Product: CC(C)(C)OC(=O)N1CCCCC1CO. Reaction SMILES: [C:1]([CH3:2])([CH3:3])([CH3:4])[O:5][C:6](=[O:7])[N:8]1[CH:9]([C:14](=[O:15])[OH:16])[CH2:10][CH2:11][CH2:12][CH2:13]1.[CH2:17]1[O:18][CH2:19][CH2:20][CH2:21]1>>[C:1]([CH3:2])([CH3:3])([CH3:4])[O:5][C:6](=[O:7])[N:8]1[CH:9]([CH2:14][OH:15])[CH2:10][CH2:11][CH2:12][CH2:13]1. The reactants are N1N=C(C=2C1=NC=CC2)\C=C\2/OC1=C(C2=O)C=CC(=C1CN1CCN(CC1)C(=O)OC(C)(C)C)O (tert-butyl (Z)-4-({2-[(1H-pyrazolo[3,4-b]pyridin-3-yl)methylene]-6-hydroxy-3-oxo-2,3-dihydrobenzofuran-7-yl}methyl)piperazine-1-carboxylate), solution, Cl (hydrogen chloride). Run in C(Cl)Cl (methylene chloride), O1CCOCC1 (1,4-dioxane). Reaction conditions: time 2 hour. Product: N1N=C(C=2C1=NC=CC2)\C=C\2/OC1=C(C2=O)C=CC(=C1CN1CCNCC1)O ((Z)-2-[(1H-pyrazolo[3,4-b]pyridin-3-yl)methylene]-6-hydroxy-7-(piperazin-1-ylmethyl)benzofuran-3(2H)-one). Yield: 59.9%. As a reaction SMILES: [NH:1]1[C:5]2=[N:6][CH:7]=[CH:8][CH:9]=[C:4]2[C:3](/[CH:10]=[C:11]2\[O:12][C:13]3[C:20]([CH2:21][N:22]4[CH2:27][CH2:26][N:25](C(OC(C)(C)C)=O)[CH2:24][CH2:23]4)=[C:19]([OH:35])[CH:18]=[CH:17][C:14]=3[C:15]\2=[O:16])=[N:2]1.Cl>C(Cl)Cl.O1CCOCC1>[NH:1]1[C:5]2=[N:6][CH:7]=[CH:8][CH:9]=[C:4]2[C:3](/[CH:10]=[C:11]2\[O:12][C:13]3[C:20]([CH2:21][N:22]4[CH2:23][CH2:24][NH:25][CH2:26][CH2:27]4)=[C:19]([OH:35])[CH:18]=[CH:17][C:14]=3[C:15]\2=[O:16])=[N:2]1. Procedure: A solution of tert-butyl (Z)-4-({2-[(1H-pyrazolo[3,4-b]pyridin-3-yl)methylene]-6-hydroxy-3-oxo-2,3-dihydrobenzofuran-7-yl}methyl)piperazine-1-carboxylate (0.0321 g, 0.0672 mmol) in methylene chloride (2 mL) was added with a 4 M solution of hydrogen chloride in 1,4-dioxane (2 mL), and the mixture was stirred at room temperature for 2 hours. The reaction mixture was concentrated, the resulting residue was added with saturated aqueous sodium hydrogencarbonate, and the mixture was extracted with eth... The reactants are CC1CN(CC(N1)C)CC1CCN(CC1)C (3,5-dimethyl-1-((1-methylpiperidin-4-yl)methyl)piperazine), C1(=CC=CC=C1)C(C1=CC=CC=C1)N=C=O (diphenylmethyl isocyanate). Run in C(Cl)Cl (methylene chloride). Run at time 1 hour. The product is C(C1=CC=CC=C1)(C1=CC=CC=C1)NC(=O)N1C(CN(CC1C)CC1CCN(CC1)C)C (N-benzhydryl-2,6-dimethyl-4-((1-methylpiperidin-4-yl)methyl)piperazine-1-carboxamide). Yield: 27.6%. As a reaction SMILES: [CH3:1][CH:2]1[NH:7][CH:6]([CH3:8])[CH2:5][N:4]([CH2:9][CH:10]2[CH2:15][CH2:14][N:13]([CH3:16])[CH2:12][CH2:11]2)[CH2:3]1.[C:17]1([CH:23]([N:30]=[C:31]=[O:32])[C:24]2[CH:29]=[CH:28][CH:27]=[CH:26][CH:25]=2)[CH:22]=[CH:21][CH:20]=[CH:19][CH:18]=1>C(Cl)Cl>[CH:23]([NH:30][C:31]([N:7]1[CH:6]([CH3:8])[CH2:5][N:4]([CH2:9][CH:10]2[CH2:15][CH2:14][N:13]([CH3:16])[CH2:12][CH2:11]2)[CH2:3][CH:2]1[CH3:1])=[O:32])([C:24]1[CH:25]=[CH:26][CH:27]=[CH:28][CH:29]=1)[C:17]1[CH:22]=[CH:21][CH:20]=[CH:19][CH:18]=1. Procedure details: To a solution of 3,5-dimethyl-1-((1-methylpiperidin-4-yl)methyl)piperazine (0.2 g, 1 mmol) dissolved in methylene chloride (5 ml) was added diphenylmethyl isocyanate (0.227 g, 1.09 mmol) and the reaction mixture was stirred at room temperature for 1 hour. The reaction mixture was washed with saturated sodium bicarbonate solution and brine, dried over sodium sulfate and concentrated. The residue was applied to flash column chromatography using methylene chloride and methanol (100:10) as eluents t...